From a dataset of the Open Reaction Database (ORD), a public repository of structured organic reaction records. describe an organic reaction: reactants, conditions, products, and yield Starting materials: [Cl-].C(#N)C=1C=CC2=C(C(=CO2)C[P+](C2=CC=CC=C2)(C2=CC=CC=C2)C2=CC=CC=C2)C1 ((5-cyano-3-benzofuranyl)methyltriphenylphosphonium chloride), COC1=CC=C(C=C1)CC=O (4-methoxyphenylacetaldehyde), C1CCC2=NCCCN2CC1 (1,8-diazabicyclo[5.4.0]-7-undecene). Run in O1CCCC1 (tetrahydrofuran), C(C)O (ethanol). Run at time 24 hour. The product is COC1=CC=C(C=C1)C=CCC1=COC2=C1C=C(C=C2)C#N (3-[3-(4-methoxyphenyl)-allyl]-5-benzofurancarbonitrile). RXN SMILES: [Cl-].[C:2]([C:4]1[CH:5]=[CH:6][C:7]2[O:11][CH:10]=[C:9]([CH2:12][P+](C3C=CC=CC=3)(C3C=CC=CC=3)C3C=CC=CC=3)[C:8]=2[CH:32]=1)#[N:3].[CH3:33][O:34][C:35]1[CH:40]=[CH:39][C:38]([CH2:41][CH:42]=O)=[CH:37][CH:36]=1.C1CCN2C(=NCCC2)CC1>O1CCCC1.C(O)C>[CH3:33][O:34][C:35]1[CH:40]=[CH:39][C:38]([CH:41]=[CH:42][CH2:12][C:9]2[C:8]3[CH:32]=[C:4]([C:2]#[N:3])[CH:5]=[CH:6][C:7]=3[O:11][CH:10]=2)=[CH:37][CH:36]=1 |f:0.1|. Reported procedure: 2.14 g of (5-cyano-3-benzofuranyl)methyltriphenylphosphonium chloride and 0.7 g of 4-methoxyphenylacetaldehyde were dissolved in a solvent mixture of 100 ml of tetrahydrofuran and 100 ml of ethanol. The thus prepared solution was mixed with 0.71 g of 1,8-diazabicyclo[5.4.0]-7-undecene and stirred for 24 hours. After distilling off the solvent, the resulting residue was purified by subjecting it to silica gel column chromatography using toluene as an elution solvent, thereby obtaining 0.86 g of y... Product: Nc1c(Br)c(-c2ccccc2)n[nH]c1=O. RXN SMILES: [Br:15][N:16]1[C:17](=[O:18])[CH2:19][CH2:20][C:21]1=[O:22].[CH3:23][C:24]#[N:25].[NH2:1][c:2]1[c:3](=[O:14])[nH:4][n:5][c:6](-[c:8]2[cH:9][cH:10][cH:11][cH:12][cH:13]2)[cH:7]1>>[NH2:1][c:2]1[c:3](=[O:14])[nH:4][n:5][c:6](-[c:8]2[cH:9][cH:10][cH:11][cH:12][cH:13]2)[c:7]1[Br:15]. Reactants: O=C1CCC(=O)N1Br, CC#N, Nc1cc(-c2ccccc2)n[nH]c1=O. The reactants are [N+](=O)([O-])C=1C=C(C=CC1)N1C(NC(C2=CC=CC=C12)=O)=O (1-(m-nitrophenyl)quinazoline-2,4(1H, 3H)-dione), CN(C=O)C (dimethylformamide), [H-].[Na+] (sodium hydride), C(C)I (ethyl iodide). Run in O (water). Conditions: time 30 minute. Product: [N+](=O)([O-])C=1C=C(C=CC1)N1C(N(C(C2=CC=CC=C12)=O)CC)=O (1-(m-nitrophenyl)-3-ethylquinazoline-2,4 (1H, 3H)-dione). The yield is 87.7%. RXN SMILES: [N+:1]([C:4]1[CH:5]=[C:6]([N:10]2[C:19]3[C:14](=[CH:15][CH:16]=[CH:17][CH:18]=3)[C:13](=[O:20])[NH:12][C:11]2=[O:21])[CH:7]=[CH:8][CH:9]=1)([O-:3])=[O:2].CN(C)C=O.[H-].[Na+].[CH2:29](I)[CH3:30]>O>[N+:1]([C:4]1[CH:5]=[C:6]([N:10]2[C:19]3[C:14](=[CH:15][CH:16]=[CH:17][CH:18]=3)[C:13](=[O:20])[N:12]([CH2:29][CH3:30])[C:11]2=[O:21])[CH:7]=[CH:8][CH:9]=1)([O-:3])=[O:2] |f:2.3|. Procedure details: To a solution of 2.8 g of 1-(m-nitrophenyl)quinazoline-2,4(1H, 3H)-dione and 30 ml of dimethylformamide was added 0.5 g of approximately 55 % sodium hydride, and the solution was stirred for 30 minutes. To this was further added 4.7 g of ethyl iodide and stirring was further continued for 1.5 hours at room temperature. After the reaction was complete, the solvent was distilled off from the mixture under reduced pressure. To the residue obtained was added water to precipitate a crude product, whi... The reactants are FC1=C(C=CC=C1)[N+](=O)[O-] (2-fluoro-nitrobenzene), CN1CCNCC1 (1-methyl-piperazine), C1CCOC1 (THF). Run in CCOC(=O)C (EtOAc). Run at temperature 60 celsius, time 1 day. Yields the product CN1CCN(CC1)C1=C(C=CC=C1)[N+](=O)[O-] (1-Methyl-4-(2-nitro-phenyl)-piperazine). The yield is 96.7%. RXN SMILES: F[C:2]1[CH:7]=[CH:6][CH:5]=[CH:4][C:3]=1[N+:8]([O-:10])=[O:9].[CH3:11][N:12]1[CH2:17][CH2:16][NH:15][CH2:14][CH2:13]1.C1COCC1>CCOC(C)=O>[CH3:11][N:12]1[CH2:17][CH2:16][N:15]([C:2]2[CH:7]=[CH:6][CH:5]=[CH:4][C:3]=2[N+:8]([O-:10])=[O:9])[CH2:14][CH2:13]1. Procedure: To a Kontes glass tube was added 2-fluoro-nitrobenzene (3.34 g, 23.7 mmol), 1-methyl-piperazine (3.90 mL, 35.6 mmol), and anhydrous THF (10 mL). The tube was sealed and the reaction mixture was allowed to stir at 60° C. for 1 day. The reaction solution was diluted with EtOAc (150 mL), washed with aq NaHCO3, dried over Na2SO4, filtered, and concentrated in vacuo to afford 5.07 g (97% yield) of the title product. MS (ES) 222.3 [M+H]+. Procedure: The title compound was prepared according to Method A, using compound 19 (100 mg, 0.147 mmol), 2-(1,1,1-tributylstannyl)pyridine (220 mg, 0.598 mmol), Pd(PPh)3Cl2 (5.12 mg, 0.0072 mmol) and CuO (11.7 mg, 0.147 mmol). Purification by RP-LC-MS (40 min gradient of 10-100% CH3CN in 0.05% aqueous formic acid) gave the product (17.2 mg, 17%) as a white solid. As a reaction SMILES: [CH3:1][O:2][C:3](=[O:45])[NH:4][C@H:5]([C:10]([NH:12][N:13]([CH2:37][C:38]1[CH:43]=[CH:42][C:41](Br)=[CH:40][CH:39]=1)[CH2:14][C@:15]([OH:36])([C:23](=[O:35])[NH:24][C@H:25]1[C:33]2[C:28](=[CH:29][CH:30]=[CH:31][CH:32]=2)[CH2:27][C@H:26]1[OH:34])[CH2:16][C:17]1[CH:22]=[CH:21][CH:20]=[CH:19][CH:18]=1)=[O:11])[C:6]([CH3:9])([CH3:8])[CH3:7].CCCC[Sn]([C:59]1[N:64]=[CH:63][CH:62]=[CH:61][CH:60]=1)(CCCC)CCCC>>[CH3:1][O:2][C:3](=[O:45])[NH:4][C@H:5]([C:10]([NH:12][N:13]([CH2:14][C@:15]([OH:36])([C:23](=[O:35])[NH:24][C@H:25]1[C:33]2[C:28](=[CH:29][CH:30]=[CH:31][CH:32]=2)[CH2:27][C@H:26]1[OH:34])[CH2:16][C:17]1[CH:22]=[CH:21][CH:20]=[CH:19][CH:18]=1)[CH2:37][C:38]1[CH:43]=[CH:42][C:41]([C:63]2[CH:62]=[CH:61][CH:60]=[CH:59][N:64]=2)=[CH:40][CH:39]=1)=[O:11])[C:6]([CH3:9])([CH3:8])[CH3:7]. The product is COC(N[C@@H](C(C)(C)C)C(=O)NN(CC1=CC=C(C=C1)C1=NC=CC=C1)C[C@@](CC1=CC=CC=C1)(C(N[C@@H]1[C@@H](CC2=CC=CC=C12)O)=O)O)=O ({(1S)-1-[N′-[(2S)-2-Hydroxy-2-((1S,2R)-2-hydroxy-indan-1-ylcarbamoyl)-3-phenyl-propyl]-N′-[4-(pyridin-2-yl)-benzyl]-hydrazinocarbonyl]-2,2-dimethyl-propyl}-carbamic acid methyl ester), product. Isolated yield 17.0%. Starting materials: Pd(PPh)3Cl2, CuO, COC(N[C@@H](C(C)(C)C)C(=O)NN(C[C@@](CC1=CC=CC=C1)(C(N[C@@H]1[C@@H](CC2=CC=CC=C12)O)=O)O)CC1=CC=C(C=C1)Br)=O ({(1S)-1-[N′-(4-Bromo-benzyl)-N′-((2S)-2-hydroxy-2-((1S,2R)-2-hydroxy-indan-1-ylcarbamoyl)-3-phenyl-propyl)-hydrazinocarbonyl]-2,2-dimethyl-propyl}-carbamic acid methyl ester), CCCC[Sn](CCCC)(CCCC)C1=CC=CC=N1 (2-(1,1,1-tributylstannyl)pyridine).